This data is from the Open Reaction Database (ORD), a public repository of structured organic reaction records. The task is: describe an organic reaction: reactants, conditions, products, and yield Reported procedure: The solution of 2.0 g of benzyl 4-{4-[3-(2,5-difluorophenoxy)propoxy]phenyl}-3-[3-oxo-4-(2-triisopropylsilanyloxyethyl)-3,4-dihydro-2H-benzo[1,4]oxazin-6-ylmethoxy]piperidine-1-carboxylate in 30 ml of tetrahydrofuran is admixed with 2.30 ml of tetrabutylammonium fluoride solution (1M in tetrahydrofuran) and stirred at 60° C. over 30 minutes. The reaction mixture is cooled, poured onto water (100 ml) and extracted with tert-butyl methyl ether (2×100 ml). The organic phases are washed with brine (... Reactants: FC1=C(OCCCOC2=CC=C(C=C2)C2C(CN(CC2)C(=O)OCC2=CC=CC=C2)OCC=2C=CC3=C(N(C(CO3)=O)CCO[Si](C(C)C)(C(C)C)C(C)C)C2)C=C(C=C1)F (benzyl 4-{4-[3-(2,5-difluorophenoxy)propoxy]phenyl}-3-[3-oxo-4-(2-triisopropylsilanyloxyethyl)-3,4-dihydro-2H-benzo[1,4]oxazin-6-ylmethoxy]piperidine-1-carboxylate), [F-].C(CCC)[N+](CCCC)(CCCC)CCCC (tetrabutylammonium fluoride). The product is FC1=C(OCCCOC2=CC=C(C=C2)C2C(CN(CC2)C(=O)OCC2=CC=CC=C2)OCC=2C=CC3=C(N(C(CO3)=O)CCO)C2)C=C(C=C1)F (Benzyl 4-{4-[3-(2,5-difluorophenoxy)propoxy]phenyl}-3-[4-(2-hydroxyethyl)-3-oxo-3,4-dihydro-2H-benzo[1,4]oxazin-6-ylmethoxy]piperidine-1-carboxylate), SiO2. Run at temperature 60 celsius, time 30 minute. The solvent is O1CCCC1 (tetrahydrofuran). As a reaction SMILES: [F:1][C:2]1[CH:60]=[CH:59][C:58]([F:61])=[CH:57][C:3]=1[O:4][CH2:5][CH2:6][CH2:7][O:8][C:9]1[CH:14]=[CH:13][C:12]([CH:15]2[CH2:20][CH2:19][N:18]([C:21]([O:23][CH2:24][C:25]3[CH:30]=[CH:29][CH:28]=[CH:27][CH:26]=3)=[O:22])[CH2:17][CH:16]2[O:31][CH2:32][C:33]2[CH:34]=[CH:35][C:36]3[O:41][CH2:40][C:39](=[O:42])[N:38]([CH2:43][CH2:44][O:45][Si](C(C)C)(C(C)C)C(C)C)[C:37]=3[CH:56]=2)=[CH:11][CH:10]=1.[F-].C([N+](CCCC)(CCCC)CCCC)CCC>O1CCCC1>[F:1][C:2]1[CH:60]=[CH:59][C:58]([F:61])=[CH:57][C:3]=1[O:4][CH2:5][CH2:6][CH2:7][O:8][C:9]1[CH:14]=[CH:13][C:12]([CH:15]2[CH2:20][CH2:19][N:18]([C:21]([O:23][CH2:24][C:25]3[CH:26]=[CH:27][CH:28]=[CH:29][CH:30]=3)=[O:22])[CH2:17][CH:16]2[O:31][CH2:32][C:33]2[CH:34]=[CH:35][C:36]3[O:41][CH2:40][C:39](=[O:42])[N:38]([CH2:43][CH2:44][OH:45])[C:37]=3[CH:56]=2)=[CH:11][CH:10]=1 |f:1.2|. The reactants are OC1=C(C=C2CCC(C2=C1)=O)I (6-hydroxy-5-iodoindan-1-one), C([O-])([O-])=O.[Cs+].[Cs+] (caesium carbonate), C(C)OC(CCCBr)=O (ethyl4-bromobutyrate). Run in CC(=O)C (acetone). Yields the product C(C)OC(CCCOC=1C=C2C(CCC2=CC1I)=O)=O (ethyl4-(6-iodo-3-oxoindan-5-yloxy)butanoate). As a reaction SMILES: [OH:1][C:2]1[CH:10]=[C:9]2[C:5]([CH2:6][CH2:7][C:8]2=[O:11])=[CH:4][C:3]=1[I:12].C(=O)([O-])[O-].[Cs+].[Cs+].[CH2:19]([O:21][C:22](=[O:27])[CH2:23][CH2:24][CH2:25]Br)[CH3:20]>CC(C)=O>[CH2:19]([O:21][C:22](=[O:27])[CH2:23][CH2:24][CH2:25][O:1][C:2]1[CH:10]=[C:9]2[C:5](=[CH:4][C:3]=1[I:12])[CH2:6][CH2:7][C:8]2=[O:11])[CH3:20] |f:1.2.3|. Procedure: A mixture of 6-hydroxy-5-iodoindan-1-one (6.36 g, 23.2 mmol), caesium carbonate (15.12 g, 46.4 mmol) and ethyl4-bromobutyrate (9.05 g, 46.4 mmol) in acetone (60 ml) is heated at reflux pendant 1 hour 15 minutes.